From a dataset of the Open Reaction Database (ORD), a public repository of structured organic reaction records. describe an organic reaction: reactants, conditions, products, and yield Reactants: C([O-])([O-])=O.[K+].[K+] (Potassium carbonate), COC1=NC=CC=C1B(O)O ((2-methoxypyridin-3-yl)boronic acid), BrC=1C=C(C#N)C=CC1OC=1C=NC(=CC1)OCC(C)C (3-bromo-4-[(6-isobutoxypyridin-3-yl)oxy]benzonitrile). The reagents and catalysts are C=1C=CC(=CC1)[P](C=2C=CC=CC2)(C=3C=CC=CC3)[Pd]([P](C=4C=CC=CC4)(C=5C=CC=CC5)C=6C=CC=CC6)([P](C=7C=CC=CC7)(C=8C=CC=CC8)C=9C=CC=CC9)[P](C=1C=CC=CC1)(C=1C=CC=CC1)C=1C=CC=CC1 (Tetrakis(triphenylphosphine)palladium(0)). Run in O1CCOCC1 (dioxane). Conditions: temperature 60 celsius. The product is C(C(C)C)OC1=CC=C(C=N1)OC1=C(C=C(C#N)C=C1)C=1C(=NC=CC1)OC (4-[(6-isobutoxypyridin-3-yl)oxy]-3-(2-methoxypyridin-3-yl)benzonitrile). The yield is 79.2%. Reaction SMILES: C(=O)([O-])[O-].[K+].[K+].[CH3:7][O:8][C:9]1[C:14](B(O)O)=[CH:13][CH:12]=[CH:11][N:10]=1.Br[C:19]1[CH:20]=[C:21]([CH:24]=[CH:25][C:26]=1[O:27][C:28]1[CH:29]=[N:30][C:31]([O:34][CH2:35][CH:36]([CH3:38])[CH3:37])=[CH:32][CH:33]=1)[C:22]#[N:23]>O1CCOCC1.C1C=CC([P]([Pd]([P](C2C=CC=CC=2)(C2C=CC=CC=2)C2C=CC=CC=2)([P](C2C=CC=CC=2)(C2C=CC=CC=2)C2C=CC=CC=2)[P](C2C=CC=CC=2)(C2C=CC=CC=2)C2C=CC=CC=2)(C2C=CC=CC=2)C2C=CC=CC=2)=CC=1>[CH2:35]([O:34][C:31]1[N:30]=[CH:29][C:28]([O:27][C:26]2[CH:25]=[CH:24][C:21]([C:22]#[N:23])=[CH:20][C:19]=2[C:14]2[C:9]([O:8][CH3:7])=[N:10][CH:11]=[CH:12][CH:13]=2)=[CH:33][CH:32]=1)[CH:36]([CH3:38])[CH3:37] |f:0.1.2,^1:48,50,69,88|. Procedure details: Potassium carbonate (0.239 g, 1.73 mmol) and (2-methoxypyridin-3-yl)boronic acid (0.162 g, 0.950 mmol) were added to a solution of 3-bromo-4-[(6-isobutoxypyridin-3-yl)oxy]benzonitrile (Preparation 6, 0.300 g, 0.864 mmol) in dioxane (10 mL). The reaction was degassed three times. Tetrakis(triphenylphosphine)palladium(0) (0.010 g, 0.009 mmol) was added and the mixture was degassed three times more. The mixture was heated at 60° C. for 24 hours, then allowed to cool to room temperature and filtered... The reactants are NC=1C(=C(C#N)C=CC1)F (3-amino-2-fluorobenzonitrile), C([O-])([O-])=O.[K+].[K+] (potassium carbonate), C(OCC1=CC=CC=C1)(=O)Cl (benzyl carbonochloridate). Run in C1CCOC1 (THF), hexanes. Conditions: time 8 hour. Product: C(#N)C=1C(=C(C=CC1)NC(OCC1=CC=CC=C1)=O)F (Benzyl 3-cyano-2-fluorophenylcarbamate). Yield: 82.6%. RXN SMILES: [NH2:1][C:2]1[C:3]([F:10])=[C:4]([CH:7]=[CH:8][CH:9]=1)[C:5]#[N:6].C(=O)([O-])[O-].[K+].[K+].[C:17](Cl)(=[O:26])[O:18][CH2:19][C:20]1[CH:25]=[CH:24][CH:23]=[CH:22][CH:21]=1>C1COCC1>[C:5]([C:4]1[C:3]([F:10])=[C:2]([NH:1][C:17](=[O:26])[O:18][CH2:19][C:20]2[CH:25]=[CH:24][CH:23]=[CH:22][CH:21]=2)[CH:9]=[CH:8][CH:7]=1)#[N:6] |f:1.2.3|. Procedure details: To a light brown solution of 3-amino-2-fluorobenzonitrile (2.7141 g, 19.94 mmol) and potassium carbonate (4.13 g, 29.9 mmol) in THF (166 mL) was syringed benzyl carbonochloridate (4.49 mL, 29.9 mmol) under nitrogen, and the reaction was stirred overnight. The insoluble material was filtered, and the filtrate was concentrated in vacuo. The residue was dissolved in EtOAc (200 mL) and washed with 1 N aqueous HCl (50 mL), water (50 mL) and brine (50 mL), successively. The organic solution was dried ... Reactants: C[C@](C(=O)O)(CCN1N=CC(=C1)C)S(=O)(=O)C ((2R)-2-methyl-4-(4-methyl-1H-pyrazol-1-yl)-2-(methylsulfonyl)butanoic acid), CN1CCOCC1 (N-methylmorpholine), O (Water), O1C(CCCC1)ON (O-Tetrahydro-2H-pyran-2-yl-hydroxylamine). Solvent: C1CCOC1 (THF). Conditions: time 1 hour. Yields the product C[C@](C(=O)NOC1OCCCC1)(CCN1N=CC(=C1)C)S(=O)(=O)C ((2R)-2-methyl-4-(4-methyl-1H-pyrazol-1-yl)-2-(methylsulfonyl)-N-(tetrahydro-2H-pyran-2-yloxy)butanamide). Isolated yield 68.6%. RXN SMILES: [CH3:1][C@@:2]([S:14]([CH3:17])(=[O:16])=[O:15])([CH2:6][CH2:7][N:8]1[CH:12]=[C:11]([CH3:13])[CH:10]=[N:9]1)[C:3]([OH:5])=O.CN1CCOCC1.[O:25]1[CH2:30][CH2:29][CH2:28][CH2:27][CH:26]1[O:31][NH2:32].O>C1COCC1>[CH3:1][C@@:2]([S:14]([CH3:17])(=[O:16])=[O:15])([CH2:6][CH2:7][N:8]1[CH:12]=[C:11]([CH3:13])[CH:10]=[N:9]1)[C:3]([NH:32][O:31][CH:26]1[CH2:27][CH2:28][CH2:29][CH2:30][O:25]1)=[O:5]. Reported procedure: To a solution of (2R)-2-methyl-4-(4-methyl-1H-pyrazol-1-yl)-2-(methylsulfonyl)butanoic acid (20 mg, 0.077 mmol, 1 eq) and CDMT (17.6 mg, 0.10 mmol, 1.3 eq) in THF (1 mL) was added N-methylmorpholine (10.9 mg, 0.108 mmol, 0.0120 mL, 1.4 eq) and the reaction mixture was stirred at RT for one hour. O-Tetrahydro-2H-pyran-2-yl-hydroxylamine (9.00 mg, 0.077 mmol, 1 eq) was added to the reaction mixture which was stirred overnight at RT. Water was added and the organic phase was separated. The aqueous ... Reactants: S(=O)(=O)(C)Cl (mesyl chloride), OC1=CC(=CC=2CC(COC21)CO)OC (3,4-dihydro-8-hydroxy-3-hydroxymethyl-6-methoxy-2H-1-benzopyran). Solvent: N1=CC=CC=C1 (pyridine). Conditions: time 1.5 hour. Product: OC1=CC(=CC=2CC(COC21)COS(=O)(=O)C)OC (3,4-dihydro-8-hydroxy-3-mesyloxymethyl-6-methoxy-2H-1-benzopyran). Yield: 63.3%. Reaction SMILES: [S:1](Cl)([CH3:4])(=[O:3])=[O:2].[OH:6][C:7]1[C:16]2[O:15][CH2:14][CH:13]([CH2:17][OH:18])[CH2:12][C:11]=2[CH:10]=[C:9]([O:19][CH3:20])[CH:8]=1>N1C=CC=CC=1>[OH:6][C:7]1[C:16]2[O:15][CH2:14][CH:13]([CH2:17][O:18][S:1]([CH3:4])(=[O:3])=[O:2])[CH2:12][C:11]=2[CH:10]=[C:9]([O:19][CH3:20])[CH:8]=1. Reported procedure: 5.15 g of mesyl chloride was added to a solution of 6.30 g of 3,4-dihydro-8-hydroxy-3-hydroxymethyl-6-methoxy-2H-1-benzopyran in 90 ml of anhydrous pyridine, and the mixture was stirred for 1.5 hours. After the reaction, the solvent was distilled off. The residue was dissolved in 100 ml of ethyl acetate, and washed with water, 1 N hydrochloric acid and water in this order, and then dried. The solvent was distilled off, and the residue was purified by silica gel column chromatography to give 5.47... Starting materials: I(=O)(=O)(=O)[O-].[Na+] (sodium periodate), O=CC1=CC(OC)=C(O)C=C1 (Vanillin), [OH-].[Na+] (sodium hydroxide), OO (hydrogen peroxide). Solvent: O (water), C(C)(=O)O (acetic acid), O (water). Reaction conditions: temperature 10 celsius. Yields the product COC=1C(C=CC(C1)=O)=O (2-methoxy-p-benzoquinone). Isolated yield 334.4%. RXN SMILES: O=C[C:3]1[CH:11]=[CH:10][C:8]([OH:9])=[C:5]([O:6][CH3:7])[CH:4]=1.[OH-].[Na+].OO.I([O-])(=O)(=O)=[O:17].[Na+]>O.C(O)(=O)C>[CH3:7][O:6][C:5]1[C:8](=[O:9])[CH:10]=[CH:11][C:3](=[O:17])[CH:4]=1 |f:1.2,4.5|. Procedure details: Vanillin (2.432 kg) was added to a solution of sodium hydroxide (640 g) in water (8 l) and cooled to 10° C. with an ice-bath. Then a solution of hydrogen peroxide (30%) (2.4 1) was added at a rate to keep the temperature of the reacting mixture below 30° C. The addition completed (about 2 hours), the reaction mixture was added over a period of 3 hours to a suspension of sodium periodate (880 g) in water (4 l) and acetic acid (640 ml) cooled with an ice-bath to 10° C. (the temperature of the reac... Starting materials: N1C=NC2=C1C=CC(=C2)C(=O)N2CCOCC2 ((1H-benzoimidazol-5-yl)-morpholin-4-yl-methanone), [H-].[H-].[H-].[H-].[Li+].[Al+3] (LiAlH4). Run in C1CCOC1 (THF). Reaction conditions: temperature 0 celsius, time 2 hour. Product: N1(CCOCC1)CC1=CC2=C(NC=N2)C=C1 (5-morpholin-4-ylmethyl-1H-benzoimidazole). Isolated yield 89.3%. As a reaction SMILES: [NH:1]1[C:5]2[CH:6]=[CH:7][C:8]([C:10]([N:12]3[CH2:17][CH2:16][O:15][CH2:14][CH2:13]3)=O)=[CH:9][C:4]=2[N:3]=[CH:2]1.[H-].[H-].[H-].[H-].[Li+].[Al+3]>C1COCC1>[N:12]1([CH2:10][C:8]2[CH:7]=[CH:6][C:5]3[NH:1][CH:2]=[N:3][C:4]=3[CH:9]=2)[CH2:13][CH2:14][O:15][CH2:16][CH2:17]1 |f:1.2.3.4.5.6|. Reported procedure: To a stirred solution of (1H-benzoimidazol-5-yl)-morpholin-4-yl-methanone (1 g, 4.32 mmol) in THF (60 mL) at 0° C. was added LiAlH4 (2M in THF; 4.32 mL, 8.65 mmol) dropwise. The mixture was stirred 0° C. for 2 hours then warmed to room temperature for 2 hours. The mixture was cooled again to 0° C. and then quenched by addition of H2O (0.328 mL), followed by 15% aqueous NaOH solution (0.328 mL) and finally H2O (3×0.328 mL). The mixture was stirred for 1 hour and left to stand overnight. The mixtu... Starting materials: BrCCCOC=1C=CC2=C(SC=C2C2=CC=C(C=C2)F)C1 (6-(3-Bromo-propoxy)-3-(4-fluoro-phenyl)-benzo[b]thiophene), CNCCO (2-(methylamino)ethanol). Product: FC1=CC=C(C=C1)C=1C2=C(SC1)C=C(C=C2)OCCCN(CCO)C (2-({3-[3-(4-Fluoro-phenyl)-benzo[b]thiophen-6-yloxy]-propyl}-methyl-amino)-ethanol). As a reaction SMILES: Br[CH2:2][CH2:3][CH2:4][O:5][C:6]1[CH:7]=[CH:8][C:9]2[C:13]([C:14]3[CH:19]=[CH:18][C:17]([F:20])=[CH:16][CH:15]=3)=[CH:12][S:11][C:10]=2[CH:21]=1.[CH3:22][NH:23][CH2:24][CH2:25][OH:26]>>[F:20][C:17]1[CH:18]=[CH:19][C:14]([C:13]2[C:9]3[CH:8]=[CH:7][C:6]([O:5][CH2:4][CH2:3][CH2:2][N:23]([CH3:22])[CH2:24][CH2:25][OH:26])=[CH:21][C:10]=3[S:11][CH:12]=2)=[CH:15][CH:16]=1. Procedure: In analogy to example 3.1, 6-(3-Bromo-propoxy)-3-(4-fluoro-phenyl)-benzo[b]thiophene and 2-(methylamino)ethanol were converted to yield 2-({3-[3-(4-Fluoro-phenyl)-benzo[b]thiophen-6-yloxy]-propyl}-methyl-amino)-ethanol as colorless oil, MS: 360 (MH+). The reactants are Amino acid, NCC(=O)O (Gly), N[C@@H](C(C)C)C(=O)O (Val), N[C@@H](CC(C)C)C(=O)O (Leu), N[C@@H](C)C(=O)O (Ala). Product: N[C@@H](CC(C)C)C(=O)N[C@@H](C)C(=O)NCC(=O)N[C@@H](C(C)C)C(=O)O (Leu-Ala-Gly-Val). As a reaction SMILES: [NH2:1][C@H:2]([C:7]([OH:9])=O)[CH2:3][CH:4]([CH3:6])[CH3:5].[NH2:10][C@H:11]([C:13]([OH:15])=O)[CH3:12].[NH2:16][CH2:17][C:18](O)=[O:19].[NH2:21][C@H:22]([C:26]([OH:28])=[O:27])[CH:23]([CH3:25])[CH3:24]>>[NH2:1][C@H:2]([C:7]([NH:10][C@H:11]([C:13]([NH:16][CH2:17][C:18]([NH:21][C@H:22]([C:26]([OH:28])=[O:27])[CH:23]([CH3:25])[CH3:24])=[O:19])=[O:15])[CH3:12])=[O:9])[CH2:3][CH:4]([CH3:5])[CH3:6]. Reported procedure: Amino acid analysis: Leu 1.02 (1), Ala 0.99 (1), Gly 1.1 (1), Val 1.0 (1). The reactants are O1C(CC2=C1C=CC=C2)CN2C(C1=CC=CC=C1C2=O)=O (2-(2,3-dihydro-benzofuran-2-ylmethyl)-isoindole-1,3-dione), NN (hydrazine). Run in CO (MeOH), C(Cl)Cl (CH2Cl2). Run at time 20 hour. Product: O1C(CC2=C1C=CC=C2)CN (C-(2,3-dihydro-benzofuran-2-yl)-methylamine). RXN SMILES: [O:1]1[C:5]2[CH:6]=[CH:7][CH:8]=[CH:9][C:4]=2[CH2:3][CH:2]1[CH2:10][N:11]1C(=O)C2C(=CC=CC=2)C1=O.NN>CO.C(Cl)Cl>[O:1]1[C:5]2[CH:6]=[CH:7][CH:8]=[CH:9][C:4]=2[CH2:3][CH:2]1[CH2:10][NH2:11]. Reported procedure: To a solution of 2-(2,3-dihydro-benzofuran-2-ylmethyl)-isoindole-1,3-dione (0.97 g, 3.47 mmol) in MeOH (15 mL) and CH2Cl2 (5 mL) is added hydrazine (0.55 mL, 17.4 mmol). After 20 h at rt, the mixture is filtered off and the filtrate is concentrated. The residue is diluted with water (50 mL), and extracted with CH2Cl2 (2×50 mL). The extracts are dried (MgSO4), filtered, and concentrated to afford C-(2,3-dihydro-benzofuran-2-yl)-methylamine, which is used for a next step without further purificati...